This data is from the Open Reaction Database (ORD), a public repository of structured organic reaction records. The task is: describe an organic reaction: reactants, conditions, products, and yield Starting materials: [OH-].[Na+] (NaOH), [O-2].[Ca+2] (calcium oxide), CC=1C=C(CCl)C=CC1 (3-methylbenzyl chloride). Reagents/catalysts: [Br-].C(CCC)[N+](CCCC)(CCCC)CCCC (tetrabutylammonium bromide). Run in C(C)C(=O)C (methyl ethyl ketone). Yields the product CC=1C=C(CC(C(C)=O)C)C=CC1 (3-(3-methylbenzyl)-butanone). Yield: 86.0%. As a reaction SMILES: [OH-:1].[Na+].[O-2].[Ca+2].[CH3:5][C:6]1[CH:7]=[C:8]([CH:11]=[CH:12][CH:13]=1)[CH2:9]Cl>[Br-].C([N+](CCCC)(CCCC)CCCC)CCC.C(C(C)=O)C>[CH3:5][C:6]1[CH:7]=[C:8]([CH:11]=[CH:12][CH:13]=1)[CH2:9][CH:6]([CH3:5])[C:13](=[O:1])[CH3:12] |f:0.1,2.3,5.6|. Procedure details: 256 g of methyl ethyl ketone, 80 g of powdered NaOH, 28 g of calcium oxide and 10 g of tetrabutylammonium bromide were warmed with stirring. 141 g of 3-methylbenzyl chloride were added dropwise in the course of 90 minutes at 70° C. The mixture was then boiled under reflux for 1 hour, cooled, filtered and washed with methyl ethyl ketone, and the filtrate was concentrated and distilled through a 30-cm long column containing steel helices. 86% pure 3-(3-methylbenzyl)-butanone was obtained at a boil...